From a dataset of the Open Reaction Database (ORD), a public repository of structured organic reaction records. describe an organic reaction: reactants, conditions, products, and yield The reactants are C1(CC1)N1C=C(C(C2=CC(=C(C=C12)F)F)=O)C(=O)O (1-cyclopropyl-6,7-difluoro-1,4-dihydro-4-oxo-3-quinolinecarboxylic acid), CC(C)(C)N(C([O-])=O)CC1=CC=C(C=C1)C1CNCC1 (1,1-dimethylethyl[[4-(3-pyrrolidinyl)-phenyl]methyl]carbamate). Yields the product NCC1=CC=C(C=C1)C1CN(CC1)C1=C(C=C2C(C(=CN(C2=C1)C1CC1)C(=O)O)=O)F (7-[3-[4-(Aminomethyl)phenyl]-1-pyrrolidinyl]-1-cyclopropyl-6-fluoro-1,4-dihydro-4-oxo-3-quinolinecarboxylic acid). RXN SMILES: [CH:1]1([N:4]2[C:13]3[C:8](=[CH:9][C:10]([F:15])=[C:11](F)[CH:12]=3)[C:7](=[O:16])[C:6]([C:17]([OH:19])=[O:18])=[CH:5]2)[CH2:3][CH2:2]1.CC([N:24]([CH2:28][C:29]1[CH:34]=[CH:33][C:32]([CH:35]2[CH2:39][CH2:38][NH:37][CH2:36]2)=[CH:31][CH:30]=1)C(=O)[O-])(C)C>>[NH2:24][CH2:28][C:29]1[CH:30]=[CH:31][C:32]([CH:35]2[CH2:39][CH2:38][N:37]([C:11]3[CH:12]=[C:13]4[C:8]([C:7](=[O:16])[C:6]([C:17]([OH:19])=[O:18])=[CH:5][N:4]4[CH:1]4[CH2:3][CH2:2]4)=[CH:9][C:10]=3[F:15])[CH2:36]2)=[CH:33][CH:34]=1. Procedure: Starting from 1-cyclopropyl-6,7-difluoro-1,4-dihydro-4-oxo-3-quinolinecarboxylic acid (0.88 g, 3.3 mmol) and 1,1-dimethylethyl[[4-(3-pyrrolidinyl)-phenyl]methyl]carbamate, a procedure analogous to that given in Example 6 provided the title compound (1.02 g) as a bright yellow solid, mp 268°-272° C. The reactants are C1(=CC=CC=C1)B(O)O (Phenylboronic acid), BrC=1C=C2C=CC(=NC2=CC1)C (6-Bromo-2-methylquinoline), C1(=CC=CC=C1)B(O)O (phenylboronic acid), BrC=1C=C2C=CC(=NC2=CC1)C (6-Bromo-2-methylquinoline), C([O-])([O-])=O.[Na+].[Na+] (sodium carbonate). The reagents and catalysts are [Pd].C1(=CC=CC=C1)P(C1=CC=CC=C1)C1=CC=CC=C1.C1(=CC=CC=C1)P(C1=CC=CC=C1)C1=CC=CC=C1.C1(=CC=CC=C1)P(C1=CC=CC=C1)C1=CC=CC=C1.C1(=CC=CC=C1)P(C1=CC=CC=C1)C1=CC=CC=C1 (tetrakis(triphenylphosphine) palladium(0)), [Pd].C1(=CC=CC=C1)P(C1=CC=CC=C1)C1=CC=CC=C1.C1(=CC=CC=C1)P(C1=CC=CC=C1)C1=CC=CC=C1.C1(=CC=CC=C1)P(C1=CC=CC=C1)C1=CC=CC=C1.C1(=CC=CC=C1)P(C1=CC=CC=C1)C1=CC=CC=C1 (tetrakis(triphenylphosphine) palladium). Solvent: O (water), C(C)OCCO (2-ethoxyethanol), C(C)OC(C)O (ethoxyethanol), C(C)OCCO (2-ethoxyethanol). Conditions: time 10 minute. Product: CC1=NC2=CC=C(C=C2C=C1)C1=CC=CC=C1 (2-Methyl-6-phenylquinoline). Reaction SMILES: Br[C:2]1[CH:3]=[C:4]2[C:9](=[CH:10][CH:11]=1)[N:8]=[C:7]([CH3:12])[CH:6]=[CH:5]2.[C:13]1(B(O)O)[CH:18]=[CH:17][CH:16]=[CH:15][CH:14]=1.C(=O)([O-])[O-].[Na+].[Na+]>C(OCCO)C.C(OC(O)C)C.O.[Pd].C1(P(C2C=CC=CC=2)C2C=CC=CC=2)C=CC=CC=1.C1(P(C2C=CC=CC=2)C2C=CC=CC=2)C=CC=CC=1.C1(P(C2C=CC=CC=2)C2C=CC=CC=2)C=CC=CC=1.C1(P(C2C=CC=CC=2)C2C=CC=CC=2)C=CC=CC=1>[CH3:12][C:7]1[CH:6]=[CH:5][C:4]2[C:9](=[CH:10][CH:11]=[C:2]([C:13]3[CH:18]=[CH:17][CH:16]=[CH:15][CH:14]=3)[CH:3]=2)[N:8]=1 |f:2.3.4,8.9.10.11.12|. Reported procedure: 2-Methyl-6-phenylquinoline was prepared from 6-Bromo-2-methylquinoline by Suzuki coupling with phenylboronic acid and tetrakis(triphenylphosphine) palladium(0) in refluxing 2-ethoxyethanol. To a solution 6-Bromo-2-methylquinoline (8.9 g; 40 mmol) in 2-ethoxyethanol (100 ml) was added tetrakis(triphenylphosphine) palladium (1 g; 0.86 mmol) and the reaction mixture was stirred at room temperature for 10 minutes. Phenylboronic acid (5 g; 41 mmol) in ethoxyethanol (50 ml) was then added followed by ...